This data is from the Open Reaction Database (ORD), a public repository of structured organic reaction records. The task is: describe an organic reaction: reactants, conditions, products, and yield The reactants are FC1(C[C@H]2N(C(OC2)(C)C)C1=O)F ((R)-6,6-difluoro-3,3-dimethyltetrahydropyrrolo[1,2-c]oxazol-5(3H)-one), FC1(C[C@H]2N(C(OC2)(C)C)C1=O)F ((R)-6,6-difluoro-3,3-dimethyltetrahydropyrrolo[1,2-c]oxazol-5(3H)-one). The solvent is O.O1CCOCC1 (water 1,4-dioxane). Reaction conditions: temperature 115 celsius. Product: FC1(C(N[C@H](C1)CO)=O)F ((R)-3,3-difluoro-5-(hydroxymethyl)pyrrolidin-2-one). The yield is 89.0%. RXN SMILES: [F:1][C:2]1([F:13])[C:11](=[O:12])[N:5]2C(C)(C)[O:7][CH2:8][C@H:4]2[CH2:3]1>O.O1CCOCC1>[F:1][C:2]1([F:13])[CH2:3][C@H:4]([CH2:8][OH:7])[NH:5][C:11]1=[O:12] |f:1.2|. Procedure: To a solution consisting of (R)-6,6-difluoro-3,3-dimethyltetrahydropyrrolo[1,2-c]oxazol-5(3H)-one (intermediate 6, 12.5 g, 65.4 mmol) in water-1,4-dioxane (300 mL, 1:1 v/v) was added Amberlite IR-120H* (6.23 g). The reaction mixture was heated to 115° C. for 6 hours and was subsequently filtered through Celite and washed with methanol. The filtrate was concentrated under reduced pressure, using toluene and ethanol additives to help drive off water, to provide a residue. The residue was washed wi... The reactants are ClC1=C(C=C(C#N)C=C1)C(F)(F)F (4-chloro-3-(trifluoromethyl)-benzonitrile), CN(CCNC)C (N,N,N′-trimethyl-1,2-ethanediamine). Product: CN(CCN(C1=C(C=C(C#N)C=C1)C(F)(F)F)C)C (4-[[2-(Dimethylamino)ethyl]methylamino]-3-(trifluoromethyl)-benzonitrile). Reaction SMILES: Cl[C:2]1[CH:9]=[CH:8][C:5]([C:6]#[N:7])=[CH:4][C:3]=1[C:10]([F:13])([F:12])[F:11].[CH3:14][N:15]([CH3:20])[CH2:16][CH2:17][NH:18][CH3:19]>>[CH3:14][N:15]([CH3:20])[CH2:16][CH2:17][N:18]([CH3:19])[C:2]1[CH:9]=[CH:8][C:5]([C:6]#[N:7])=[CH:4][C:3]=1[C:10]([F:13])([F:12])[F:11]. Procedure details: The title compound is prepared using an analogous method as described in Example 1.1, utilising 4-chloro-3-(trifluoromethyl)-benzonitrile (Lancaster Synthesis GmbH) and N,N,N′-trimethyl-1,2-ethanediamine (Fluka, Buchs, Switzerland). Run in O1CCOCC1 (1,4-dioxane). The reactants are CC(C)(C)[O-].[Na+] (NaOtBu), CC=1N=C(N2N=C(N=CC21)N)C2=CC(=CC=C2)C(F)(F)F (5-methyl-7-[3-(trifluoromethyl)phenyl]imidazo[5,1-f][1,2,4]triazin-2-amine), C(C)(C)(C)P(C1=C(C=CC=C1)C1=CC=CC=C1)C(C)(C)C (2-(Di-t-butylphosphino)biphenyl), CC=1N=C(N2N=C(N=CC21)N)C2=CC(=CC=C2)C(F)(F)F (5-methyl-7-[3-(trifluoromethyl)phenyl]imidazo[5,1-f][1,2,4]triazin-2-amine), BrC=1C=NC=C(C(=O)OCC)C1 (ethyl 5-bromonicotinate). Product: CC=1N=C(N2N=C(N=CC21)NC=2C=NC=C(C(=O)OCC)C2)C2=CC(=CC=C2)C(F)(F)F (ethyl 5-({5-methyl-7-[3-(trifluoromethyl)phenyl]-imidazo[5,1-f][1,2,4]triazin-2-yl}amino)nicotinate). RXN SMILES: [CH3:1][C:2]1[N:3]=[C:4]([C:12]2[CH:17]=[CH:16][CH:15]=[C:14]([C:18]([F:21])([F:20])[F:19])[CH:13]=2)[N:5]2[C:10]=1[CH:9]=[N:8][C:7]([NH2:11])=[N:6]2.Br[C:23]1[CH:24]=[N:25][CH:26]=[C:27]([CH:33]=1)[C:28]([O:30][CH2:31][CH3:32])=[O:29].C(P(C(C)(C)C)C1C=CC=CC=1C1C=CC=CC=1)(C)(C)C.CC([O-])(C)C.[Na+]>O1CCOCC1.C1C=CC(/C=C/C(/C=C/C2C=CC=CC=2)=O)=CC=1.C1C=CC(/C=C/C(/C=C/C2C=CC=CC=2)=O)=CC=1.C1C=CC(/C=C/C(/C=C/C2C=CC=CC=2)=O)=CC=1.[Pd].[Pd]>[CH3:1][C:2]1[N:3]=[C:4]([C:12]2[CH:17]=[CH:16][CH:15]=[C:14]([C:18]([F:21])([F:19])[F:20])[CH:13]=2)[N:5]2[C:10]=1[CH:9]=[N:8][C:7]([NH:11][C:23]1[CH:24]=[N:25][CH:26]=[C:27]([CH:33]=1)[C:28]([O:30][CH2:31][CH3:32])=[O:29])=[N:6]2 |f:3.4,6.7.8.9.10|. Procedure: In a similar manner as described for Example 41, 5-methyl-7-[3-(trifluoromethyl)-phenyl]imidazo[5,1-f][1,2,4]triazin-2-amine (Intermediate 45) (0.025 g, 0.09 mmol), ethyl 5-bromonicotinate (0.020 g, 0.09 mmol), Pd2(dba)3 (0.008 g, 0.01 mmol), 2-(Di-t-butylphosphino)biphenyl (0.008 g, 0.03 mmol), and NaOtBu (0.011 g, 0.11 mmol) in 1,4-dioxane (1 mL) gave ethyl 5-({5-methyl-7-[3-(trifluoromethyl)phenyl]-imidazo[5,1-f][1,2,4]triazin-2-yl}amino)nicotinate (0.020 g) as a yellow solid. 1H NMR (Acetone... Yield: 50.2%. The reagents and catalysts are C=1C=CC(=CC1)/C=C/C(=O)/C=C/C2=CC=CC=C2.C=1C=CC(=CC1)/C=C/C(=O)/C=C/C2=CC=CC=C2.C=1C=CC(=CC1)/C=C/C(=O)/C=C/C2=CC=CC=C2.[Pd].[Pd] (Pd2(dba)3).